describe an organic reaction: reactants, conditions, products, and yield From a dataset of the Open Reaction Database (ORD), a public repository of structured organic reaction records. Reactants: C1=CC=C(C=C1)P(C2=CC=CC=C2)C3=CC=CC=C3 (PPh3), OCC=1C=C(C=CC1)B(O)O.CC(C)(C)[Si](C)(C)C ([3-(hydroxymethyl)phenyl]boronic acid (1,1-dimethylethyl)(trimethyl)silane), C(=O)([O-])[O-].[K+].[K+] (K2CO3), BrC=1C=C(C=CC1C#N)CNC(OC(C)(C)C)=O (1,1-dimethylethyl [(3-bromo-4-cyanophenyl)methyl]carbamate). Reagents/catalysts: CC(=O)[O-].CC(=O)[O-].[Pd+2] (Pd(OAc)2). Solvent: O1CCOCC1 (1,4-dioxane). Conditions: temperature 80 celsius. The product is CC(C)(C)[SiH](OCC=1C=C(C=CC1)C1=CC(=CC=C1C)CNC(OC(C)(C)C)=O)C (1,1-Dimethylethyl {[3′-({[(1,1-dimethylethyl)-(methyl)silyl]oxy}methyl)-6-methyl-3-biphenylyl]methyl}carbamate). Isolated yield 72.4%. As a reaction SMILES: C1C=CC(P(C2C=CC=CC=2)C2C=CC=CC=2)=CC=1.C([O-])([O-])=O.[K+].[K+].Br[C:27]1[CH:28]=[C:29]([CH2:35][NH:36][C:37](=[O:43])[O:38][C:39]([CH3:42])([CH3:41])[CH3:40])[CH:30]=[CH:31][C:32]=1[C:33]#N.[OH:44][CH2:45][C:46]1[CH:47]=[C:48](B(O)O)[CH:49]=[CH:50][CH:51]=1.[CH3:55][C:56]([Si:59](C)(C)[CH3:60])([CH3:58])[CH3:57]>O1CCOCC1.CC([O-])=O.CC([O-])=O.[Pd+2]>[CH3:55][C:56]([SiH:59]([CH3:60])[O:44][CH2:45][C:46]1[CH:47]=[C:48]([C:27]2[C:32]([CH3:33])=[CH:31][CH:30]=[C:29]([CH2:35][NH:36][C:37](=[O:43])[O:38][C:39]([CH3:42])([CH3:41])[CH3:40])[CH:28]=2)[CH:49]=[CH:50][CH:51]=1)([CH3:58])[CH3:57] |f:1.2.3,5.6,8.9.10|. Procedure details: Pd(OAc)2 (56.3 mg, 0.25 mmol), PPh3 (263.0 mg, 1.0 mmol), K2CO3 (1.7 g, 12.5 mmol) and 1,1-dimethylethyl [(3-bromo-4-cyanophenyl)methyl]carbamate (2.6 g, 8.4 mmol) were suspended in 1,4-dioxane (30 mL). After the mixture was heated to 80° C. for 15 min, [3-(hydroxymethyl)phenyl]boronic acid-(1,1-dimethylethyl)(trimethyl)silane (2.7 g, 10.0 mmol) was added. Then the reaction mixture was stirred over night at 100° C. After cooling to room temperature, the solvent was removed under reduced pressure... Reaction conditions: temperature -78 celsius, time 1 hour. Reported procedure: In step 6A-1, (2,5-difluorophenyl)magnesium chloride (6-1) was added drop-wise to a solution of tert-butyl 2-oxopyrrolidine-1-carboxylate (6-2) (9.6 g, 52 mmol) in THF under argon at −78° C. A maximum of 5 mL aliquots was used to minimize the temperature increase of the magnesium chloride reagent. The resulting solution was then stirred at −78° C. for one hour. The solution was then warmed to room temperature and quenched with concentrated HCl (4 mL). The solvent was then removed using a rotary ... Product: FC1=C(C=C(C=C1)F)C1(N(CCC1)C(=O)OC(C)(C)C)O (tert-butyl 2-(2,5-difluorophenyl)-2-hydroxypyrrolidine-1-carboxylate). The solvent is C(C)(=O)OCC (ethyl acetate), C1CCOC1 (THF). Reaction SMILES: [F:1][C:2]1[CH:7]=[CH:6][C:5]([F:8])=[CH:4][C:3]=1[Mg]Cl.[O:11]=[C:12]1[CH2:16][CH2:15][CH2:14][N:13]1[C:17]([O:19][C:20]([CH3:23])([CH3:22])[CH3:21])=[O:18].[Cl-].[Mg+2].[Cl-]>C1COCC1.C(OCC)(=O)C>[F:1][C:2]1[CH:7]=[CH:6][C:5]([F:8])=[CH:4][C:3]=1[C:12]1([OH:11])[CH2:16][CH2:15][CH2:14][N:13]1[C:17]([O:19][C:20]([CH3:22])([CH3:21])[CH3:23])=[O:18] |f:2.3.4|. Reactants: FC1=C(C=C(C=C1)F)[Mg]Cl ((2,5-difluorophenyl)magnesium chloride), O=C1N(CCC1)C(=O)OC(C)(C)C (tert-butyl 2-oxopyrrolidine-1-carboxylate), [Cl-].[Mg+2].[Cl-] (magnesium chloride). Reactants: C(C)(C)(C)OC(=O)N1CCN(CCC1)C1=NC2=C(N1)C=CC=C2 (1-t-butoxycarbonyl-4-(1H-benzimidazol-2-yl)[1,4]diazepane), [Cl-].[NH4+] (ammonium chloride), [H-].[Na+] (sodium hydride), ClCC=1OC=CC1 (2-(chloromethyl)furan). The solvent is C(C)(=O)OCC.CCCCCC (ethyl acetate hexane), O1CCCC1 (tetrahydrofuran), CN(C=O)C (dimethylformamide). Conditions: time 15 minute. Yields the product C(C)(C)(C)OC(=O)N1CCN(CCC1)C1=NC2=C(N1CC=1OC=CC1)C=CC=C2 (1-t-butoxycarbonyl-4-(1-(fur-2-ylmethyl)-1H-benzimidazol-2-yl)[1,4]diazepane). As a reaction SMILES: [C:1]([O:5][C:6]([N:8]1[CH2:14][CH2:13][CH2:12][N:11]([C:15]2[NH:19][C:18]3[CH:20]=[CH:21][CH:22]=[CH:23][C:17]=3[N:16]=2)[CH2:10][CH2:9]1)=[O:7])([CH3:4])([CH3:3])[CH3:2].[H-].[Na+].Cl[CH2:27][C:28]1[O:29][CH:30]=[CH:31][CH:32]=1.[Cl-].[NH4+]>O1CCCC1.CN(C)C=O.C(OCC)(=O)C.CCCCCC>[C:1]([O:5][C:6]([N:8]1[CH2:14][CH2:13][CH2:12][N:11]([C:15]2[N:16]([CH2:27][C:28]3[O:29][CH:30]=[CH:31][CH:32]=3)[C:17]3[CH:23]=[CH:22][CH:21]=[CH:20][C:18]=3[N:19]=2)[CH2:10][CH2:9]1)=[O:7])([CH3:4])([CH3:2])[CH3:3] |f:1.2,4.5,8.9|. Procedure: Combine 1-t-butoxycarbonyl-4-(1H-benzimidazol-2-yl)[1,4]diazepane (1.70 g, 5.4 mmol) in tetrahydrofuran (45 mL) and dimethylformamide (5 mL). Cool in an ice bath. Add sodium hydride (0.32 g, 60% in oil, 8.1 mmol) portionwise. After 15 minutes, warm to ambient temperature. After about 30 minutes, when the gas evolution ceases, add 2-(chloromethyl)furan (0.94 g, 8.1 mmol). After 18 hours, cool in an ice bath, add ice and then a saturated aqueous solution of ammonium chloride. Evaporate the reactio... Starting materials: [H-].[Na+] (NaH), C(C)C=1NC=2C(=NC=CC2C)N1 (2-ethyl-7-methylimidazo[4,5-b]pyridine), C1(=CC=CC=C1)C(N1N=NN=C1C1=C(C=CC=C1)C1=CC=C(C=C1)CBr)(C1=CC=CC=C1)C1=CC=CC=C1 (N-triphenylmethyl-5-(4'-bromomethylbiphenyl-2-yl)tetrazole). Product: C(C)C1=NC=2C(=NC=CC2C)N1CC1=CC=C(C=C1)C1=C(C=CC=C1)C1=NN=NN1C(C1=CC=CC=C1)(C1=CC=CC=C1)C1=CC=CC=C1 (2-Ethyl-7-methyl-3(2'-(N-triphenylmethyltetrazol-5-yl)biphen-4-yl)methyl-3H-imidazo[4,5-b]pyridine), C(C)C1=NC=2C(=NC=CC2C)N1CC1=CC=C(C=C1)C1=C(C=CC=C1)C1=NN=NN1 (2-ethyl-7-methyl-3-(2'-(tetrazol-5-yl)biphen-4-yl)methyl-3H-imidazo[4,5-b]pyridine). The yield is 154.5%. As a reaction SMILES: [CH2:1]([C:3]1[NH:4][C:5]2[C:6]([N:12]=1)=[N:7][CH:8]=[CH:9][C:10]=2[CH3:11])[CH3:2].[C:13]1([C:19]([C:45]2[CH:50]=[CH:49][CH:48]=[CH:47][CH:46]=2)([C:39]2[CH:44]=[CH:43][CH:42]=[CH:41][CH:40]=2)[N:20]2[C:24]([C:25]3[CH:30]=[CH:29][CH:28]=[CH:27][C:26]=3[C:31]3[CH:36]=[CH:35][C:34]([CH2:37]Br)=[CH:33][CH:32]=3)=[N:23][N:22]=[N:21]2)[CH:18]=[CH:17][CH:16]=[CH:15][CH:14]=1.[H-].[Na+]>>[CH2:1]([C:3]1[N:12]([CH2:37][C:34]2[CH:33]=[CH:32][C:31]([C:26]3[CH:27]=[CH:28][CH:29]=[CH:30][C:25]=3[C:24]3[N:20]([C:19]([C:45]4[CH:50]=[CH:49][CH:48]=[CH:47][CH:46]=4)([C:39]4[CH:40]=[CH:41][CH:42]=[CH:43][CH:44]=4)[C:13]4[CH:18]=[CH:17][CH:16]=[CH:15][CH:14]=4)[N:21]=[N:22][N:23]=3)=[CH:36][CH:35]=2)[C:6]2=[N:7][CH:8]=[CH:9][C:10]([CH3:11])=[C:5]2[N:4]=1)[CH3:2].[CH2:1]([C:3]1[N:12]([CH2:37][C:34]2[CH:35]=[CH:36][C:31]([C:26]3[CH:27]=[CH:28][CH:29]=[CH:30][C:25]=3[C:24]3[NH:20][N:21]=[N:22][N:23]=3)=[CH:32][CH:33]=2)[C:6]2=[N:7][CH:8]=[CH:9][C:10]([CH3:11])=[C:5]2[N:4]=1)[CH3:2] |f:2.3|. Procedure: 2-Ethyl-7-methyl-3(2'-(N-triphenylmethyltetrazol-5-yl)biphen-4-yl)methyl-3H-imidazo[4,5-b]pyridine was prepared according to the procedure described in Part A of Example 7, from 2-ethyl-7-methylimidazo[4,5-b]pyridine (0.5 g, 3.11 mmol), N-triphenylmethyl-5-(4'-bromomethylbiphenyl-2-yl)tetrazole (1.82 g, 3.26 mmol) and NaH (3.12 mmol). The crude product (1.9 g, foam) was purified by flash chromatography on silica-gel using EtOAc-hexanees (1:1.5) to give the desired product as a white solid (0.95 ... Reactants: ClC1=C(C(=O)NC(=S)NC=2C=NC=CC2)C=CC=N1 (1-(2-chloronicotinoyl)-3-(3-pyridyl)thiourea), CN(C)C=O (DMF). The solvent is C1CCOC1 (THF). Conditions: temperature 140 celsius, time 1 hour. The product is Cl.N1=CC(=CC=C1)NC=1SC2=C(C(N1)=O)C=CC=N2 (2-(3-pyridylamino)-4H-pyrido[3,2-e]-1,3-thiazin-4-one hydrochloride). The yield is 68.8%. Reaction SMILES: [Cl:1][C:2]1[N:19]=[CH:18][CH:17]=[CH:16][C:3]=1[C:4]([NH:6][C:7]([NH:9][C:10]1[CH:11]=[N:12][CH:13]=[CH:14][CH:15]=1)=[S:8])=[O:5].CN(C=O)C>C1COCC1>[ClH:1].[N:12]1[CH:13]=[CH:14][CH:15]=[C:10]([NH:9][C:7]2[S:8][C:2]3[N:19]=[CH:18][CH:17]=[CH:16][C:3]=3[C:4](=[O:5])[N:6]=2)[CH:11]=1 |f:3.4|. Reported procedure: A mixture of 1.104 g (3.77 mmol) of 1-(2-chloronicotinoyl)-3-(3-pyridyl)thiourea and 10 ml of DMF was heated over a 140° C. oil bath. The mixture was stirred for 1 hour. The reaction mixture was allowed to cool, and then diluted with THF. The resulting crystal was collected by filtration, washed with THF, and then dried under reduced pressure to obtain to obtain 759 mg of 2-(3-pyridylamino)-4H-pyrido[3,2-e]-1,3-thiazin-4-one hydrochloride. Starting materials: C(=O)C1=CC(=NC=C1)C#N (4-formyl-pyridine-2-carbonitrile), Br.Br.Br.C(C)C=1C(=CC(=C(C1)O)F)C1=CC=C2C(=NNC2=C1)C=1NC2=C(CNCC2)N1 (5-ethyl-2-fluoro-4-[3-(4,5,6,7-tetrahydro-1H-imidazo[4,5-c]pyridin-2-yl)-1H-indazol-6-yl]-phenol trihydrobromide salt). Yields the product C(C)C1=C(C=C(C(=C1)O)F)C1=CC=C2C(=NNC2=C1)C=1NC2=C(CN(CC2)CC2=CC(=NC=C2)C#N)N1 (4-{2-[6-(2-Ethyl-5-fluoro-4-hydroxy-phenyl)-1H-indazol-3-yl]-1,4,6,7-tetrahydro-imidazo[4,5-c]pyridin-5-ylmethyl}-pyridine-2-carbonitrile). The yield is 24.6%. As a reaction SMILES: [CH:1]([C:3]1[CH:8]=[CH:7][N:6]=[C:5]([C:9]#[N:10])[CH:4]=1)=O.Br.Br.Br.[CH2:14]([C:16]1[C:17]([C:24]2[CH:32]=[C:31]3[C:27]([C:28]([C:33]4[NH:34][C:35]5[CH2:40][CH2:39][NH:38][CH2:37][C:36]=5[N:41]=4)=[N:29][NH:30]3)=[CH:26][CH:25]=2)=[CH:18][C:19]([F:23])=[C:20]([OH:22])[CH:21]=1)[CH3:15]>>[CH2:14]([C:16]1[CH:21]=[C:20]([OH:22])[C:19]([F:23])=[CH:18][C:17]=1[C:24]1[CH:32]=[C:31]2[C:27]([C:28]([C:33]3[NH:34][C:35]4[CH2:40][CH2:39][N:38]([CH2:1][C:3]5[CH:8]=[CH:7][N:6]=[C:5]([C:9]#[N:10])[CH:4]=5)[CH2:37][C:36]=4[N:41]=3)=[N:29][NH:30]2)=[CH:26][CH:25]=1)[CH3:15] |f:1.2.3.4|. Procedure details: The title compound was prepared from 4-formyl-pyridine-2-carbonitrile (26 mg, 198 μmol) and 5-ethyl-2-fluoro-4-[3-(4,5,6,7-tetrahydro-1H-imidazo[4,5-c]pyridin-2-yl)-1H-indazol-6-yl]-phenol trihydrobromide salt (Preparation 25, 50 mg, 132 μmol) using the method of Example 18. The crude material was purified by HPLC Method B to afford 16 mg of the title compound. Product: OC(C(=O)NC=1SC=C(N1)C)CCOC (2-Hydroxy-4-methoxy-N-(4-methyl-1,3-thiazol-2-yl)butanamide). Reported procedure: The title compound was prepared in a manner similar to that described for Intermediate A16 and Intermediate A2 (Step 2-Step 3) starting from diethyl malonate, 2-bromoethyl methyl ether and 2-amino-4-methylthiazol, 1H NMR (300 MHz, CDCl3) δ 10.07 (br s, 1H), 6.53 (d, 1H), 4.68 (br s, 1H), 4.48 (dd, 1H), 3.68 (m, 2H), 3.37 (s, 3H), 2.33 (s, 3H), 2.20 (m, 1H), 2.14 (m, 1H). Reactants: Intermediate A2, NC=1SC=C(N1)C (2-amino-4-methylthiazol), C(CC(=O)OCC)(=O)OCC (diethyl malonate), COCCBr (2-bromoethyl methyl ether). Reaction SMILES: [C:1]([O:9][CH2:10]C)(=O)[CH2:2][C:3]([O:5]CC)=O.[CH3:12][O:13]CCBr.[NH2:17][C:18]1[S:19][CH:20]=[C:21]([CH3:23])[N:22]=1>>[OH:5][CH:3]([CH2:2][CH2:1][O:9][CH3:10])[C:12]([NH:17][C:18]1[S:19][CH:20]=[C:21]([CH3:23])[N:22]=1)=[O:13].